From a dataset of the Open Reaction Database (ORD), a public repository of structured organic reaction records. describe an organic reaction: reactants, conditions, products, and yield The reactants are [Mg] (magnesium), Cl (hydrochloric acid), ClC1=C(C=O)C=CC=C1 (o-chlorobenzaldehyde), BrC1=CC=C(C=C1)Cl (p-bromochlorobenzene), BrC1=CC=C(C=C1)Cl (p-bromochlorobenzene), product. Solvent: CCOCC (ether), CCOCC (ether), O (water). Product: ClC1=C(C(C2=CC=C(C=C2)Cl)O)C=CC=C1 (2,4'-dichlorobenzhydrol). RXN SMILES: [Mg].Br[C:3]1[CH:8]=[CH:7][C:6]([Cl:9])=[CH:5][CH:4]=1.[Cl:10][C:11]1[CH:18]=[CH:17][CH:16]=[CH:15][C:12]=1[CH:13]=[O:14].Cl>O.CCOCC>[Cl:10][C:11]1[CH:18]=[CH:17][CH:16]=[CH:15][C:12]=1[CH:13]([OH:14])[C:3]1[CH:8]=[CH:7][C:6]([Cl:9])=[CH:5][CH:4]=1. Procedure: To 12.7 g. (0.52 moles) of magnesium turnings in 200 ml. of anhydrous ether is added 10.0 g. (0.052 moles) of p-bromochlorobenzene, and the mixture is warmed to reflux. When the Grignard reaction begins, the heat is removed and 80.0 g. (0.47 moles) of additional p-bromochlorobenzene in 80 ml. of ether is added dropwise as the refluxing continues. When the addition is completed, the reaction is heated at reflux for 2 hours, cooled, and 73.4 g. (0.52 moles) of o-chlorobenzaldehyde are slowly added... Starting materials: C1(CCCCC1)CC=O (cyclohexaneacetaldehyde), [Si](C)(C)(C)C#N (TMSCN), C(=O)(OC(C)(C)C)N1CCNCC1 (N-BOC-piperazine). The solvent is CO (MeOH). Yields the product C(C)(C)(C)OC(=O)N1CCN(CC1)C(CC1CCCCC1)C#N (4-(1-Cyano-2-cyclohexyl-ethyl)-piperazine-1-carboxylic acid tert-butyl ester). Reaction SMILES: [CH:1]1([CH2:7][CH:8]=O)[CH2:6][CH2:5][CH2:4][CH2:3][CH2:2]1.[Si]([C:14]#[N:15])(C)(C)C.[C:16]([N:23]1[CH2:28][CH2:27][NH:26][CH2:25][CH2:24]1)([O:18][C:19]([CH3:22])([CH3:21])[CH3:20])=[O:17]>CO>[C:19]([O:18][C:16]([N:23]1[CH2:28][CH2:27][N:26]([CH:8]([C:14]#[N:15])[CH2:7][CH:1]2[CH2:2][CH2:3][CH2:4][CH2:5][CH2:6]2)[CH2:25][CH2:24]1)=[O:17])([CH3:22])([CH3:20])[CH3:21]. Reported procedure: A solution of cyclohexaneacetaldehyde (8.45 g, 66.96 mmol) and TMSCN (17.9 mL, 133.92 mmol) in MeOH was stirred for 2 h at 23° C. and N-BOC-piperazine (13.72 g, 73.66 mmol) was added. After 24 the solvent was evaporated to give the title compound. Reactants: CCOC(C)=O, C=CC(=O)c1cn(C)c2ccccc12, c1c[nH]cn1. Product: Cn1cc(C(=O)CCn2ccnc2)c2ccccc21. Reaction SMILES: [CH3:20][CH2:21][O:22][C:23](=[O:24])[CH3:25].[CH3:6][n:7]1[cH:8][c:9]([C:16]([CH:17]=[CH2:18])=[O:19])[c:10]2[cH:11][cH:12][cH:13][cH:14][c:15]12.[nH:1]1[cH:2][n:3][cH:4][cH:5]1>>[n:1]1([CH2:18][CH2:17][C:16]([c:9]2[cH:8][n:7]([CH3:6])[c:15]3[c:10]2[cH:11][cH:12][cH:13][cH:14]3)=[O:19])[cH:2][n:3][cH:4][cH:5]1.